The task is: describe an organic reaction: reactants, conditions, products, and yield. This data is from the Open Reaction Database (ORD), a public repository of structured organic reaction records. The reactants are BrC1=C(C=CC=C1)C(C(C(=O)OCC)C(=O)OCC)C (ethyl 3-(2-bromophenyl)-2-ethoxycarbonyl-3-methylpropionate), [Cl-].[Li+] (lithium chloride). Solvent: CS(=O)C (dimethylsulfoxide), O (water), CS(=O)C (dimethylsulfoxide). Run at temperature 150 celsius. Product: BrC1=C(C=CC=C1)C(CC(=O)OCC)C (ethyl 3-(2-bromophenyl)-3-methylpropionate). Isolated yield 61.5%. RXN SMILES: [Br:1][C:2]1[CH:7]=[CH:6][CH:5]=[CH:4][C:3]=1[CH:8]([CH3:20])[CH:9](C(OCC)=O)[C:10]([O:12][CH2:13][CH3:14])=[O:11].[Cl-].[Li+]>CS(C)=O.O>[Br:1][C:2]1[CH:7]=[CH:6][CH:5]=[CH:4][C:3]=1[CH:8]([CH3:20])[CH2:9][C:10]([O:12][CH2:13][CH3:14])=[O:11] |f:1.2|. Procedure: To a solution of 52.96 g the crude ethyl 3-(2-bromophenyl)-2-ethoxycarbonyl-3-methylpropionate (168.13 mmole) in dimethylsulfoxide (250 ml) and water (3 ml) was added 14 g of lithium chloride, and the mixture was heated at 150° C. for 2.5 hours. After cooling the mixture, dimethylsulfoxide was removed under reduced pressure, and the residue was diluted with an aqueous sodium chloride solution and extracted with ethyl acetate. The organic phase was washed with an aqueous ammonium chloride solutio... Starting materials: C=CCCNC(C)(C)C#N, O, c1ccccc1. Yields the product C=CCCNC(C)(C)CN. RXN SMILES: [CH2:1]([CH:2]=[CH2:3])[CH2:4][NH:5][C:6]([C:7]#[N:8])([CH3:9])[CH3:10].[OH2:11].[cH:12]1[cH:13][cH:14][cH:15][cH:16][cH:17]1>>[CH2:1]([CH:2]=[CH2:3])[CH2:4][NH:5][C:6]([CH2:7][NH2:8])([CH3:9])[CH3:10]. Starting materials: COC(=O)CCCCCCBr, CN(C)C=O, O=S(=O)(Nc1ccc2c(c1)nc(-c1ccccc1)n2-c1ccccc1)c1ccc(Cl)cc1, [H-], [Na+], O. The product is COC(=O)CCCCCCN(c1ccc2c(c1)nc(-c1ccccc1)n2-c1ccccc1)S(=O)(=O)c1ccc(Cl)cc1. As a reaction SMILES: [CH3:35][O:36][C:37]([CH2:38][CH2:39][CH2:40][CH2:41][CH2:42][CH2:43][Br:44])=[O:45].[CH3:47][N:48]([CH3:49])[CH:50]=[O:51].[Cl:1][c:2]1[cH:3][cH:4][c:5]([S:8](=[O:9])(=[O:10])[NH:11][c:12]2[cH:13][c:14]3[c:15]([n:16](-[c:25]4[cH:26][cH:27][cH:28][cH:29][cH:30]4)[c:17](-[c:19]4[cH:20][cH:21][cH:22][cH:23][cH:24]4)[n:18]3)[cH:31][cH:32]2)[cH:6][cH:7]1.[H-:33].[Na+:34].[OH2:46]>>[Cl:1][c:2]1[cH:3][cH:4][c:5]([S:8](=[O:9])(=[O:10])[N:11]([c:12]2[cH:13][c:14]3[c:15]([n:16](-[c:25]4[cH:26][cH:27][cH:28][cH:29][cH:30]4)[c:17](-[c:19]4[cH:20][cH:21][cH:22][cH:23][cH:24]4)[n:18]3)[cH:31][cH:32]2)[CH2:43][CH2:42][CH2:41][CH2:40][CH2:39][CH2:38][C:37]([O:36][CH3:35])=[O:45])[cH:6][cH:7]1. The reactants are ClC1=CC=C(N)C=C1 (4-chloroaniline), [Li]CCCC (nBuLi), lithium anilide, ClC1=NC(=CC(=N1)C1=CC=CC=C1)NN=CC1=CC=C(C=C1)OC(F)(F)F (2-chloro-4-phenyl-6-(2-(4-(trifluoromethoxy)benzylidene)hydrazinyl)pyrimidine), lithium anilide, ClC1=NC(=CC(=N1)C1=CC=CC=C1)NN=CC1=CC=C(C=C1)OC(F)(F)F (2-chloro-4-phenyl-6-(2-(4-(trifluoromethoxy)benzylidene)hydrazinyl)pyrimidine). Solvent: C1CCOC1 (THF), C1CCOC1 (THF). The product is ClC1=CC=C(C=C1)NC1=NC(=CC(=N1)C1=CC=CC=C1)NN=CC1=CC=C(C=C1)OC(F)(F)F (N-(4-chlorophenyl)-4-phenyl-6-(2-(4-(trifluoromethoxy)benzylidene)hydrazinyl)pyrimidin-2-amine). Reaction SMILES: [Cl:1][C:2]1[CH:8]=[CH:7][C:5]([NH2:6])=[CH:4][CH:3]=1.[Li]CCCC.Cl[C:15]1[N:20]=[C:19]([C:21]2[CH:26]=[CH:25][CH:24]=[CH:23][CH:22]=2)[CH:18]=[C:17]([NH:27][N:28]=[CH:29][C:30]2[CH:35]=[CH:34][C:33]([O:36][C:37]([F:40])([F:39])[F:38])=[CH:32][CH:31]=2)[N:16]=1>C1COCC1>[Cl:1][C:2]1[CH:8]=[CH:7][C:5]([NH:6][C:15]2[N:20]=[C:19]([C:21]3[CH:22]=[CH:23][CH:24]=[CH:25][CH:26]=3)[CH:18]=[C:17]([NH:27][N:28]=[CH:29][C:30]3[CH:35]=[CH:34][C:33]([O:36][C:37]([F:38])([F:39])[F:40])=[CH:32][CH:31]=3)[N:16]=2)=[CH:4][CH:3]=1. Procedure: To a −78° C. THF solution of 4-chloroaniline was added 1 equivalent of nBuLi to prepare the lithium anilide. The solution was allowed to come to room temperature under nitrogen atmosphere. Aliquots of the lithium anilide were added portion wise to a THF solution of 2-chloro-4-phenyl-6-(2-(4-(trifluoromethoxy)benzylidene)hydrazinyl)pyrimidine (XX) containing 0.05 equivalents (relative to (XX)) of Bis(triphenylphosphine) palladium(II) dichloride. The reaction was followed by thin layer chromatogra... The reactants are O=C(CCCC(=O)O)C (5-ketohexanoic acid), S(=O)(Cl)Cl (thionyl chloride). Product: O=C(CCCC(=O)Cl)C (5-ketohexanoylchloride). Reaction SMILES: [O:1]=[C:2]([CH3:9])[CH2:3][CH2:4][CH2:5][C:6](O)=[O:7].S(Cl)([Cl:12])=O>>[O:1]=[C:2]([CH3:9])[CH2:3][CH2:4][CH2:5][C:6]([Cl:12])=[O:7]. Reported procedure: As shown in Table B, 5-ketohexanoic acid IX was reacted with thionyl chloride. The reaction mixture yielded 5-ketohexanoylchloride X which was recovered after distillation. The 5-ketohexanoyl chloride X intermediate was reacted with acetylene and aluminum chloride and converted into the chloro-diketone compound XI. The diketone compound was converted into the corresponding iodovinyl diol XIII by adding to the reaction mixture sodium iodide in a solvent such as acetone, and reducing the intermedi... The reactants are CC(C)C[Al+]CC(C)C, C[N+]1([O-])CCOCC1, Cc1ccccc1, CCOC(=O)c1c(Cl)c(-c2ccccc2)n(S(=O)(=O)c2ccccc2)c1C, [H-]. Yields the product Cc1c(C=O)c(Cl)c(-c2ccccc2)n1S(=O)(=O)c1ccccc1. RXN SMILES: [CH2:29]([Al+:30][CH2:31][CH:32]([CH3:33])[CH3:34])[CH:35]([CH3:36])[CH3:37].[CH3:38][N+:39]1([O-:45])[CH2:40][CH2:41][O:42][CH2:43][CH2:44]1.[CH3:46][c:47]1[cH:48][cH:49][cH:50][cH:51][cH:52]1.[Cl:1][c:2]1[c:3]([C:23](=[O:24])[O:25][CH2:26][CH3:27])[c:4]([CH3:22])[n:5]([S:13](=[O:14])(=[O:15])[c:16]2[cH:17][cH:18][cH:19][cH:20][cH:21]2)[c:6]1-[c:7]1[cH:8][cH:9][cH:10][cH:11][cH:12]1.[H-:28]>>[Cl:1][c:2]1[c:3]([CH:23]=[O:24])[c:4]([CH3:22])[n:5]([S:13](=[O:14])(=[O:15])[c:16]2[cH:17][cH:18][cH:19][cH:20][cH:21]2)[c:6]1-[c:7]1[cH:8][cH:9][cH:10][cH:11][cH:12]1. The reactants are C(C)OCC=1N=C(SC1)NC(C)=O (N-(4-ethoxymethyl-thiazol-2-yl)-acetamide), Cl (HCl). Solvent: C1CCOC1 (THF). Conditions: temperature 60 celsius, time 8 hour. The product is C(C)OCC=1N=C(SC1)N (4-ethoxymethyl-thiazol-2-ylamine). Yield: 79.5%. As a reaction SMILES: [CH2:1]([O:3][CH2:4][C:5]1[N:6]=[C:7]([NH:10]C(=O)C)[S:8][CH:9]=1)[CH3:2].Cl>C1COCC1>[CH2:1]([O:3][CH2:4][C:5]1[N:6]=[C:7]([NH2:10])[S:8][CH:9]=1)[CH3:2]. Procedure details: To N-(4-ethoxymethyl-thiazol-2-yl)-acetamide (35 mg, 0.175 mmol) in THF (2 ml) was added 6N HCl (2 ml). The reaction was heated at 60° C. for 4 hours, stirred at room temperature overnight and then heated at 60° C. for additional 3 hours. The solution was concentrated to afford 4-ethoxymethyl-thiazol-2-ylamine as a viscous yellow oil (22 mg, 65% ). LC/MS m/z 159.05 (M+1)+; HPLC Rt: 0.34 min.